Dataset: the Open Reaction Database (ORD), a public repository of structured organic reaction records. Task: describe an organic reaction: reactants, conditions, products, and yield The reactants are NC=1C(=NC=C(C1)F)C=O (3-amino-5-fluoropicolinaldehyde), CS(=O)(=O)C1=C(C=CC=C1)C(CC(=O)OC)=O (methyl 3-(2-(methylsulfonyl)phenyl)-3-oxopropanoate), O.O.O.O.O.O.O.[Cl-].[Ce+3].[Cl-].[Cl-] (cerium chloride heptahydrate). Run in CO (MeOH). Reaction conditions: temperature 100 celsius. The product is FC1=CN=C2C=C(C(=NC2=C1)C1=C(C=CC=C1)S(=O)(=O)C)C(=O)OC (methyl 7-fluoro-2-(2-(methylsulfonyl)phenyl)-1,5-naphthyridine-3-carboxylate). Reaction SMILES: [NH2:1][C:2]1[C:3]([CH:9]=O)=[N:4][CH:5]=[C:6]([F:8])[CH:7]=1.[CH3:11][S:12]([C:15]1[CH:20]=[CH:19][CH:18]=[CH:17][C:16]=1[C:21](=O)[CH2:22][C:23]([O:25][CH3:26])=[O:24])(=[O:14])=[O:13].O.O.O.O.O.O.O.[Cl-].[Ce+3].[Cl-].[Cl-]>CO>[F:8][C:6]1[CH:7]=[C:2]2[C:3]([CH:9]=[C:22]([C:23]([O:25][CH3:26])=[O:24])[C:21]([C:16]3[CH:17]=[CH:18][CH:19]=[CH:20][C:15]=3[S:12]([CH3:11])(=[O:14])=[O:13])=[N:1]2)=[N:4][CH:5]=1 |f:2.3.4.5.6.7.8.9.10.11.12|. Reported procedure: A mixture of 3-amino-5-fluoropicolinaldehyde (930 mg, 6.63 mmol), methyl 3-(2-(methylsulfonyl)phenyl)-3-oxopropanoate (1.7 g, 6.63 mmol) and cerium chloride heptahydrate (435 mg, 1.32 mmol) was heated to 100° C. for 3 h. The residue was dissolved in MeOH and purified by column chromatography on neutral alumina using 0-30% EtOAc in hexane to give methyl 7-fluoro-2-(2-(methylsulfonyl)phenyl)-1,5-naphthyridine-3-carboxylate: LC-MS (ESI) m/z 361.0 [M+H]+.